The task is: describe an organic reaction: reactants, conditions, products, and yield. This data is from the Open Reaction Database (ORD), a public repository of structured organic reaction records. The reactants are CC(C)=O, COC=Cc1ccc(C(F)(F)F)cc1, Cl. Yields the product O=CCc1ccc(C(F)(F)F)cc1. Reaction SMILES: [CH3:16][C:17](=[O:18])[CH3:19].[CH3:1][O:2][CH:3]=[CH:4][c:5]1[cH:6][cH:7][c:8]([C:11]([F:12])([F:13])[F:14])[cH:9][cH:10]1.[ClH:15]>>[O:2]=[CH:3][CH2:4][c:5]1[cH:6][cH:7][c:8]([C:11]([F:12])([F:13])[F:14])[cH:9][cH:10]1. Reactants: FC(S(=O)(=O)OC=1C(=CC(=C2C=CC=NC12)Cl)C(C)=O)(F)F (7-Acetyl-5-chloroquinolin-8-yl trifluoromethanesulfonate), Cl.COC1CNCC1 (3-methoxypyrrolidine hydrochloride), C([O-])([O-])=O.[Cs+].[Cs+] (cesium carbonate). The reagents and catalysts are C(C)(=O)[O-].[Pd+2].C(C)(=O)[O-] (palladium acetate), C1=CC=C(C=C1)P(C2=CC=CC=C2)C3=C(C4=CC=CC=C4C=C3)C5=C(C=CC6=CC=CC=C65)P(C7=CC=CC=C7)C8=CC=CC=C8 ((S)-(−)-2,2′-bis(diphenylphosphino)-1,1′-binaphthyl). Solvent: O1CCCC1 (tetrahydrofuran), ClCCl (dichloromethane). Conditions: temperature 65 celsius. Yields the product ClC1=C2C=CC=NC2=C(C(=C1)C(C)=O)N1CC(CC1)OC (1-[5-Chloro-8-(3-methoxypyrrolidin-1-yl)quinolin-7-yl]ethanone). Yield: 42.9%. As a reaction SMILES: FC(F)(F)S(O[C:7]1[C:8]([C:18](=[O:20])[CH3:19])=[CH:9][C:10]([Cl:17])=[C:11]2[C:16]=1[N:15]=[CH:14][CH:13]=[CH:12]2)(=O)=O.Cl.[CH3:24][O:25][CH:26]1[CH2:30][CH2:29][NH:28][CH2:27]1.C(=O)([O-])[O-].[Cs+].[Cs+]>O1CCCC1.ClCCl.C([O-])(=O)C.[Pd+2].C([O-])(=O)C.C1C=CC(P(C2C=CC3C(=CC=CC=3)C=2C2C3C(=CC=CC=3)C=CC=2P(C2C=CC=CC=2)C2C=CC=CC=2)C2C=CC=CC=2)=CC=1>[Cl:17][C:10]1[CH:9]=[C:8]([C:18](=[O:20])[CH3:19])[C:7]([N:28]2[CH2:29][CH2:30][CH:26]([O:25][CH3:24])[CH2:27]2)=[C:16]2[C:11]=1[CH:12]=[CH:13][CH:14]=[N:15]2 |f:1.2,3.4.5,8.9.10|. Reported procedure: A stirred mixture of 7-acetyl-5-chloroquinolin-8-yl trifluoromethanesulfonate (0.12 g, 0.34 mmol, from Example 47, Step 2), 3-methoxypyrrolidine hydrochloride (0.056 g, 0.41 mmol), palladium acetate (1.5 mg, 0.0068 mmol), (S)-(−)-2,2′-bis(diphenylphosphino)-1,1′-binaphthyl (6.3 mg, 0.010 mmol), and cesium carbonate (0.33 g, 1.0 mmol) in tetrahydrofuran (3 mL) was heated at 65° C. overnight. The mixture was cooled, diluted with dichloromethane and filtered. The filtrate was washed with brine, dri... The reactants are BrC1=C2C[C@H]3N(C[C@H](C[C@@H]3C=3C=CC=C(N1)C32)NC(N(CC)CC)=O)C (3-(2-bromo-6-methyl-8α-ergolinyl)-1,1-diethylurea), O1C(CCCC1)OCC#C (3-(tetrahydropyran-2-yloxy)-1-propyne). The product is CN1C[C@H](C=C2C=3C=CC=C4NC(=C(C[C@@H]12)C34)C#CCOC3OCCCC3)NC(N(CC)CC)=O (3-[9,10-didehydro-6-methyl-2-[3-(tetrahydropyran-2-yloxy)-1-propynyl]-8α-ergolinyl]-1,1-diethylurea), OC(C#C)(C)C (3-hydroxy-3-methyl-1-butyne). The yield is 25.0%. RXN SMILES: Br[C:2]1[NH:16][C:15]2[C:17]3[C:3]=1[CH2:4][C@@H:5]1[C@@H:10]([C:11]=3[CH:12]=[CH:13][CH:14]=2)[CH2:9][C@H:8]([NH:18][C:19](=[O:25])[N:20]([CH2:23][CH3:24])[CH2:21][CH3:22])[CH2:7][N:6]1[CH3:26].[O:27]1[CH2:32][CH2:31][CH2:30][CH2:29][CH:28]1[O:33][CH2:34][C:35]#[CH:36]>>[CH3:26][N:6]1[C@H:5]2[C:10]([C:11]3[CH:12]=[CH:13][CH:14]=[C:15]4[C:17]=3[C:3]([CH2:4]2)=[C:2]([C:36]#[C:35][CH2:34][O:33][CH:28]2[CH2:29][CH2:30][CH2:31][CH2:32][O:27]2)[NH:16]4)=[CH:9][C@H:8]([NH:18][C:19](=[O:25])[N:20]([CH2:21][CH3:22])[CH2:23][CH3:24])[CH2:7]1.[OH:27][C:17]([CH3:15])([CH3:11])[C:3]#[CH:2]. Procedure details: Starting with 3-(2-bromo-6-methyl-8α-ergolinyl)-1,1-diethylurea, 3-(tetrahydropyran-2-yloxy)-1-propyne yields 3-[9,10-didehydro-6-methyl-2-[3-(tetrahydropyran-2-yloxy)-1-propynyl]-8α-ergolinyl]-1,1-diethylurea (25%) and 3-hydroxy-3-methyl-1-butyne yields 3-[9,10-didehydro-2-(3-hydroxy-3-methyl-1-butynyl)-6-methyl-8α-ergolinyl]-1,1-diethylurea (31%). Reactants: C(C1=CC=CC=C1)OCC(C#N)NC (3-benzyloxy-2-methylamino-propionitrile), CC(C)C[AlH]CC(C)C (DIBAL-H). Solvent: C1(=CC=CC=C1)C (toluene), C1(=CC=CC=C1)C (toluene). Run at time 17 hour. Product: C(C1=CC=CC=C1)OCC(CN)NC (3-(benzyloxy)-N2-methylpropane-1,2-diamine). Isolated yield 74.4%. Reaction SMILES: [CH2:1]([O:8][CH2:9][CH:10]([NH:13][CH3:14])[C:11]#[N:12])[C:2]1[CH:7]=[CH:6][CH:5]=[CH:4][CH:3]=1.CC(C[AlH]CC(C)C)C>C1(C)C=CC=CC=1>[CH2:1]([O:8][CH2:9][CH:10]([NH:13][CH3:14])[CH2:11][NH2:12])[C:2]1[CH:7]=[CH:6][CH:5]=[CH:4][CH:3]=1. Reported procedure: A solution of 3-benzyloxy-2-methylamino-propionitrile (5.0 g) in toluene (90 mL) was cooled to −78° C. and DIBAL-H solution (90 mL of a 20% in toluene) was added drop wise under nitrogen atmosphere. Reaction mixture was slowly warmed to room temperature and then left at stirring for 17 h. The reaction was monitored by TLC. After completion, the reaction mixture was quenched with 10 mL methanol and then 50 mL water. The volatiles where evaporated in vacuo and the crude material was taken up in 50... The reactants are COC(=O)C1(CCN(CC1)C(=O)OC(C)(C)C)S(=O)(=O)C1=CC=C(C=C1)OCC#CC (4-(4-But-2-ynyloxybenzenesulfonyl)-piperidine-1,4-dicarboxylic acid tert-butyl ester methyl ester), Cl (HCl). Run in C(Cl)Cl (methylene chloride). Reaction conditions: time 2 hour. Product: COC(=O)C1(CCNCC1)S(=O)(=O)C1=CC=C(C=C1)OCC#CC (4-(4-but-2-ynyloxy-benzenesulfonyl)-piperidine-4-carboxylic acid methyl ester). Isolated yield 105.1%. RXN SMILES: [CH3:1][O:2][C:3]([C:5]1([S:18]([C:21]2[CH:26]=[CH:25][C:24]([O:27][CH2:28][C:29]#[C:30][CH3:31])=[CH:23][CH:22]=2)(=[O:20])=[O:19])[CH2:10][CH2:9][N:8](C(OC(C)(C)C)=O)[CH2:7][CH2:6]1)=[O:4].Cl>C(Cl)Cl>[CH3:1][O:2][C:3]([C:5]1([S:18]([C:21]2[CH:22]=[CH:23][C:24]([O:27][CH2:28][C:29]#[C:30][CH3:31])=[CH:25][CH:26]=2)(=[O:20])=[O:19])[CH2:10][CH2:9][NH:8][CH2:7][CH2:6]1)=[O:4]. Reported procedure: To a solution of product from step 2 (500 mg, 1.11 mmol) in methylene chloride (10 ml) was added 4M HCl (2 ml) and the resulting mixture was stirred for 2 hours at room temperature. The solid was filtered, washed with ether to obtain 410 mg(95%) of the product as a solid. 1H NMR(300 MHz, CDCl3): δ1.86(m, 3H), 2.52(m, 4H), 2.89(m, 2H), 3.52(m, 2H), 3.74(s, 3H), 4.74(m, 2H), 7.10(d, 2H, J=8.7 Hz), 7.69(d, 2H, J=8.7 Hz). The reactants are Cc1ccccc1, COC(=O)c1cc(Cl)cc(CO)n1, ClCCl, O=S(Cl)Cl. Product: COC(=O)c1cc(Cl)cc(CCl)n1. As a reaction SMILES: [CH3:18][c:19]1[cH:20][cH:21][cH:22][cH:23][cH:24]1.[Cl:1][c:2]1[cH:3][c:4]([C:10](=[O:11])[O:12][CH3:13])[n:5][c:6]([CH2:8][OH:9])[cH:7]1.[Cl:25][CH2:26][Cl:27].[S:14]([Cl:15])([Cl:16])=[O:17]>>[Cl:1][c:2]1[cH:3][c:4]([C:10](=[O:11])[O:12][CH3:13])[n:5][c:6]([CH2:8][Cl:16])[cH:7]1. The reactants are CC#N, CCOC(C)=O, O=P(Cl)(Cl)Cl, O=S(=O)(O)Cc1noc2ccccc12. The product is NS(=O)(=O)Cc1noc2ccccc12. Reaction SMILES: [CH3:15][C:16]#[N:17].[CH3:23][CH2:24][O:25][C:26](=[O:27])[CH3:28].[P:18]([Cl:19])([Cl:20])([Cl:21])=[O:22].[o:1]1[n:2][c:3]([CH2:10][S:11](=[O:12])(=[O:13])[OH:14])[c:4]2[c:5]1[cH:6][cH:7][cH:8][cH:9]2>>[o:1]1[n:2][c:3]([CH2:10][S:11](=[O:12])(=[O:14])[NH2:17])[c:4]2[c:5]1[cH:6][cH:7][cH:8][cH:9]2. Reactants: PTFE, [BH4-].[Na+] (sodium borohydride), [H][H] (hydrogen), TEFLON, [N+](=O)([O-])C(C=1N=NNN1)([N+](=O)[O-])[N+](=O)[O-] (5-(trinitromethyl)-2H-tetrazole), [H][H] (hydrogen). Procedure: A 150 mL glass ampule equipped with a grease free high-vacuum PTFE valve and a TEFLON™ coated stir bar was flamed-out under vacuum. Inside the dry-box, the ampule was loaded with 876 mg (4.00 mmol) 5-(trinitromethyl)-2H-tetrazole and 37.8 mg (1.00 mmol) sodium borohydride. The ampule was connected to a vacuum line, evacuated and cooled to −196° C. About 5 mL of dry dimethoxyethane was slowly condensed into the ampule. The ampule was closed and allowed to warm to ambient temperature. As soon as t... The product is [N+](=O)([O-])C(C=1N=NN(N1)[B-](N1N=C(N=N1)C([N+](=O)[O-])([N+](=O)[O-])[N+](=O)[O-])(N1N=C(N=N1)C([N+](=O)[O-])([N+](=O)[O-])[N+](=O)[O-])N1N=C(N=N1)C([N+](=O)[O-])([N+](=O)[O-])[N+](=O)[O-])([N+](=O)[O-])[N+](=O)[O-].[Na+] (sodium tetrakis(5-(trinitromethyl)-2H-tetrazolyl)borate). Reaction SMILES: [N+:1]([C:4]([N+:13]([O-:15])=[O:14])([N+:10]([O-:12])=[O:11])[C:5]1[N:6]=[N:7][NH:8][N:9]=1)([O-:3])=[O:2].[BH4-:16].[Na+:17].[H][H]>>[N+:13]([C:4]([N+:1]([O-:3])=[O:2])([N+:10]([O-:12])=[O:11])[C:5]1[N:6]=[N:7][N:8]([B-:16]([N:7]2[N:8]=[N:9][C:5]([C:4]([N+:1]([O-:3])=[O:2])([N+:10]([O-:12])=[O:11])[N+:13]([O-:15])=[O:14])=[N:6]2)([N:7]2[N:8]=[N:9][C:5]([C:4]([N+:1]([O-:3])=[O:2])([N+:10]([O-:12])=[O:11])[N+:13]([O-:15])=[O:14])=[N:6]2)[N:7]2[N:8]=[N:9][C:5]([C:4]([N+:1]([O-:3])=[O:2])([N+:10]([O-:12])=[O:11])[N+:13]([O-:15])=[O:14])=[N:6]2)[N:9]=1)([O-:15])=[O:14].[Na+:17] |f:1.2,4.5|. Conditions: temperature -196 celsius, time 30 minute. Solvent: glass. As a reaction SMILES: [CH2:1]1[N:2]([N:10]([C:11]([CH2:12][N:13]([CH2:14][C:15](=[O:16])[NH:17][CH2:18][CH2:19][N:20]([CH2:21][CH3:22])[C:23](=[O:24])[O:25][C:26]([CH3:27])([CH3:28])[CH3:29])[c:30]2[c:31]([CH3:44])[cH:32][c:33]([B:36]3[O:37][CH2:38][C:39]([CH3:40])([CH3:41])[CH2:42][O:43]3)[cH:34][cH:35]2)=[O:45])[CH3:46])[CH2:3][c:4]2[cH:5][cH:6][cH:7][cH:8][c:9]21.[CH2:66]1[O:67][CH2:68][CH2:69][O:70][CH2:71]1.[CH3:47][O:48][C:49]([c:50]1[cH:51][n:52][c:53]([Br:56])[cH:54][cH:55]1)=[O:57].[CH3:72][CH2:73][O:74][C:75](=[O:76])[CH3:77].[K+:63].[K+:64].[K+:65].[P:58]([O-:59])([O-:60])([O-:61])=[O:62]>>[CH2:1]1[N:2]([N:10]([C:11]([CH2:12][N:13]([CH2:14][C:15](=[O:16])[NH:17][CH2:18][CH2:19][N:20]([CH2:21][CH3:22])[C:23](=[O:24])[O:25][C:26]([CH3:27])([CH3:28])[CH3:29])[c:30]2[c:31]([CH3:44])[cH:32][c:33](-[c:53]3[n:52][cH:51][c:50]([C:49]([O:48][CH3:47])=[O:57])[cH:55][cH:54]3)[cH:34][cH:35]2)=[O:45])[CH3:46])[CH2:3][c:4]2[cH:5][cH:6][cH:7][cH:8][c:9]21. Starting materials: CCN(CCNC(=O)CN(CC(=O)N(C)N1Cc2ccccc2C1)c1ccc(B2OCC(C)(C)CO2)cc1C)C(=O)OC(C)(C)C, C1COCCO1, COC(=O)c1ccc(Br)nc1, CCOC(C)=O, [K+], [K+], [K+], O=P([O-])([O-])[O-]. Product: CCN(CCNC(=O)CN(CC(=O)N(C)N1Cc2ccccc2C1)c1ccc(-c2ccc(C(=O)OC)cn2)cc1C)C(=O)OC(C)(C)C.